This data is from the Open Reaction Database (ORD), a public repository of structured organic reaction records. The task is: describe an organic reaction: reactants, conditions, products, and yield Starting materials: Cc1cc(N)ccc1Br, CCO, CCN(C(C)C)C(C)C, Oc1ccc2nc(Cl)ccc2c1. Yields the product Cc1cc(Nc2ccc3cc(O)ccc3n2)ccc1Br. Reaction SMILES: [Br:13][c:14]1[c:15]([CH3:21])[cH:16][c:17]([NH2:18])[cH:19][cH:20]1.[CH3:31][CH2:32][OH:33].[CH:22]([N:23]([CH:24]([CH3:25])[CH3:26])[CH2:27][CH3:28])([CH3:29])[CH3:30].[OH:1][c:2]1[cH:3][cH:4][c:5]2[n:6][c:7]([Cl:8])[cH:9][cH:10][c:11]2[cH:12]1>>[OH:1][c:2]1[cH:3][cH:4][c:5]2[n:6][c:7]([NH:18][c:17]3[cH:16][c:15]([CH3:21])[c:14]([Br:13])[cH:20][cH:19]3)[cH:9][cH:10][c:11]2[cH:12]1. Starting materials: Cc1cccc(C(=O)Nc2ccc(Cl)cn2)c1NC(=O)C1CCN(C(=O)OC(C)(C)C)CC1, O=C(O)C(F)(F)F. Yields the product O=C(O)C(F)(F)F, Cc1cccc(C(=O)Nc2ccc(Cl)cn2)c1NC(=O)C1CCNCC1. RXN SMILES: [C:8]([O:9][C:10](=[O:11])[N:15]1[CH2:16][CH2:17][CH:18]([C:21](=[O:22])[NH:23][c:24]2[c:25]([C:26](=[O:27])[NH:28][c:29]3[n:30][cH:31][c:32]([Cl:35])[cH:33][cH:34]3)[cH:36][cH:37][cH:38][c:39]2[CH3:40])[CH2:19][CH2:20]1)([CH3:12])([CH3:13])[CH3:14].[F:1][C:2]([C:3](=[O:4])[OH:5])([F:6])[F:7]>>[F:1][C:2]([C:3](=[O:4])[OH:5])([F:6])[F:7].[NH:15]1[CH2:16][CH2:17][CH:18]([C:21](=[O:22])[NH:23][c:24]2[c:25]([C:26](=[O:27])[NH:28][c:29]3[n:30][cH:31][c:32]([Cl:35])[cH:33][cH:34]3)[cH:36][cH:37][cH:38][c:39]2[CH3:40])[CH2:19][CH2:20]1. Reactants: [N+](=O)([O-])C=1C=CC(=C(C1)C1=NC=C(C(N1)=O)C1=NN=NN1)OCCC (2-(5-nitro-2-n-propoxyphenyl)-5-(5-1H-tetrazolyl)pyrimidine-4(3H)-one), paladium-on-carbon, [H][H] (hydrogen). Run in COCCO (2-methoxyethanol). Conditions: time 19 hour. Yields the product NC=1C=CC(=C(C1)C1=NC=C(C(N1)=O)C1=NN=NN1)OCCC (2-(5-Amino-2-n-propoxyphenyl)-5-(5-1H-tetrazolyl)pyrimidin-4(3H)-one). Yield: 78.9%. As a reaction SMILES: [N+:1]([C:4]1[CH:5]=[CH:6][C:7]([O:22][CH2:23][CH2:24][CH3:25])=[C:8]([C:10]2[NH:15][C:14](=[O:16])[C:13]([C:17]3[NH:21][N:20]=[N:19][N:18]=3)=[CH:12][N:11]=2)[CH:9]=1)([O-])=O.[H][H]>COCCO>[NH2:1][C:4]1[CH:5]=[CH:6][C:7]([O:22][CH2:23][CH2:24][CH3:25])=[C:8]([C:10]2[NH:15][C:14](=[O:16])[C:13]([C:17]3[NH:21][N:20]=[N:19][N:18]=3)=[CH:12][N:11]=2)[CH:9]=1. Procedure details: A mixture of 2-(5-nitro-2-n-propoxyphenyl)-5-(5-1H-tetrazolyl)pyrimidine-4(3H)-one (5.0 g.) and 10% paladium-on-carbon (4.0 g.) in 2-methoxyethanol (900 ml.) was shaken in an atmosphere of hydrogen at an initial pressure of 3.5 kg./cm2 for 19 hours. The mixture was filtered and the filtrate evaporated to dryness to give the title compound (3.6 g., 79%), m.p. 250°-253° (decomp). Recrystallization from 2-methoxyethanol gave analytical material, m.p. 261°-262°. Reactants: C(=O)(O)C1=CC=C(C=C2C(NC3=NC=CC=C23)=O)C=C1 (3-(4-carboxybenzylidene)-7-azaoxindole), CO (methanol), OS(=O)(=O)O (H2SO4). Solvent: C1=CC=CC=C1 (benzene). Product: C(=O)(OC)C1=CC=C(C=C1)C=C1C(NC2=NC=CC=C12)=O (3-[(4-carbomethoxyphenyl)methylene]-7-azaoxindole). Yield: 90.0%. RXN SMILES: [C:1]([C:4]1[CH:20]=[CH:19][C:7]([CH:8]=[C:9]2[C:17]3[C:12](=[N:13][CH:14]=[CH:15][CH:16]=3)[NH:11][C:10]2=[O:18])=[CH:6][CH:5]=1)([OH:3])=[O:2].[CH3:21]O.OS(O)(=O)=O>C1C=CC=CC=1>[C:1]([C:4]1[CH:5]=[CH:6][C:7]([CH:8]=[C:9]2[C:17]3[C:12](=[N:13][CH:14]=[CH:15][CH:16]=3)[NH:11][C:10]2=[O:18])=[CH:19][CH:20]=1)([O:3][CH3:21])=[O:2]. Procedure: A solution of 3-(4-carboxybenzylidene)-7-azaoxindole (2.663 g, 10 mmol), methanol (3.2 g, 0.1 mol) and H2SO4 95% (1 g) in benzene (100 ml) was heated in a Soxhlet apparatus for 10 h. To dry the distillate continuously, the cap of the Soxhlet contained anhydrous MgSO4. After cooling, water was added, the organic phase repeatedly washed with water and then evaporated under vacuum. Thus almost pure title compound was obtained in about 90% yield. Starting materials: Cl (hydrogen chloride), OC1CC=2C(=C(C3=C(C=CC(O3)=O)C2)OC)O1 (2-hydroxy-9-methoxy-2,3-dihydro-7H-furo[3,2-g][1]benzopyran-7-one), CO (methanol). Run in resultant solution. Conditions: time 1 hour. Product: COC1CC=2C(=C(C3=C(C=CC(O3)=O)C2)OC)O1 (2,9-dimethoxy-2,3-dihydro-7H-furo[3,2-g][1]benzopyran-7-one). As a reaction SMILES: Cl.[OH:2][CH:3]1[O:18][C:6]2=[C:7]([O:16][CH3:17])[C:8]3[O:13][C:12](=[O:14])[CH:11]=[CH:10][C:9]=3[CH:15]=[C:5]2[CH2:4]1.[CH3:19]O>>[CH3:19][O:2][CH:3]1[O:18][C:6]2=[C:7]([O:16][CH3:17])[C:8]3[O:13][C:12](=[O:14])[CH:11]=[CH:10][C:9]=3[CH:15]=[C:5]2[CH2:4]1. Reported procedure: Dry methanol was saturated at 0° with gaseous hydrogen chloride. A sample of 0.576g. (2.46 mmoles) of 2-hydroxy-9-methoxy-2,3-dihydro-7H-furo[3,2-g][1]benzopyran-7-one was dissolved in the resultant solution, and the dark reaction was allowed to proceed at room temperature for 1 hour. The solvent was evaporated and the residue was taken up in ethyl acetate/benzene, 1:4 and filtered through 50 g. silica, eluting with the same solvent system. Fractions containing the product, which is first eluted... The reactants are ice water, C(=O)(O)CCC1=CC=C(C=C1)C(=CN(C)C)C(C(=O)C1=CC=CC=C1)=O (2-[4-(2-carboxyethyl)phenyl]-1-dimethylamino-4-phenyl-1-butene-3,4-dione), [OH-].[K+] (potassium hydroxide), Cl (hydrochloric acid). The product is OC1(OC=C(C1=O)C1=CC=C(C=C1)CCC(=O)O)C1=CC=CC=C1 (2-hydroxy-2-phenyl-4-[4-(2-carboxyethyl)phenyl]-3(2H)-furanone). Isolated yield 93.0%. Reaction SMILES: [C:1]([CH2:4][CH2:5][C:6]1[CH:11]=[CH:10][C:9]([C:12]([C:17](=[O:26])[C:18]([C:20]2[CH:25]=[CH:24][CH:23]=[CH:22][CH:21]=2)=[O:19])=[CH:13]N(C)C)=[CH:8][CH:7]=1)([OH:3])=[O:2].Cl.[OH-:28].[K+]>>[OH:19][C:18]1([C:20]2[CH:25]=[CH:24][CH:23]=[CH:22][CH:21]=2)[C:17](=[O:26])[C:12]([C:9]2[CH:10]=[CH:11][C:6]([CH2:5][CH2:4][C:1]([OH:3])=[O:2])=[CH:7][CH:8]=2)=[CH:13][O:28]1 |f:2.3|. Procedure details: A solution of 3.95 g of 2-[4-(2-carboxyethyl)phenyl]-1-dimethylamino-4-phenyl-1-butene-3,4-dione in 100 ml of 2% potassium hydroxide solution was stirred at room temperature for 31/2 hrs. The reaction mixture was poured onto 300 ml of ice-water, acidified with 100 ml of 1N hydrochloric acid and extracted with methylene chloride. The organic extract was washed with water, dried, filtered and evaporated. Recrystallization of a sample of the residue from methylene chloride-petroleum ether gave 2-hy... The reactants are BrC=1C=C(C=C(C1)OC1=C(C=C(C=C1)S(=O)(=O)CC)Cl)CC(=O)O ({3-bromo-5-[2-chloro-4-(ethylsulfonyl)phenoxy]phenyl}acetic acid), C1(=CC=CC=C1)B(O)O (phenyl boronic acid), C([O-])([O-])=O.[Na+].[Na+] (sodium carbonate). Reagents/catalysts: [Pd+2].C1(=CC=CC=C1)P(C1=CC=CC=C1)[C-]1C=CC=C1.[C-]1(C=CC=C1)P(C1=CC=CC=C1)C1=CC=CC=C1.[Fe+2] (bisdiphenylphosphinoferrocene palladium (II)). The solvent is Cl (HCl), O1CCOCC1 (dioxane). Product: ClC1=C(OC=2C=C(C=C(C2)C2=CC=CC=C2)CC(=O)O)C=CC(=C1)S(=O)(=O)CC ({5-[2-chloro-4-(ethylsulfonyl)phenoxy]biphenyl-3-yl}acetic acid). The yield is 51.4%. As a reaction SMILES: Br[C:2]1[CH:3]=[C:4]([CH2:21][C:22]([OH:24])=[O:23])[CH:5]=[C:6]([O:8][C:9]2[CH:14]=[CH:13][C:12]([S:15]([CH2:18][CH3:19])(=[O:17])=[O:16])=[CH:11][C:10]=2[Cl:20])[CH:7]=1.[C:25]1(B(O)O)[CH:30]=[CH:29][CH:28]=[CH:27][CH:26]=1.C(=O)([O-])[O-].[Na+].[Na+]>O1CCOCC1.Cl.[Pd+2].C1(P([C-]2C=CC=C2)C2C=CC=CC=2)C=CC=CC=1.[C-]1(P(C2C=CC=CC=2)C2C=CC=CC=2)C=CC=C1.[Fe+2]>[Cl:20][C:10]1[CH:11]=[C:12]([S:15]([CH2:18][CH3:19])(=[O:17])=[O:16])[CH:13]=[CH:14][C:9]=1[O:8][C:6]1[CH:5]=[C:4]([CH2:21][C:22]([OH:24])=[O:23])[CH:3]=[C:2]([C:25]2[CH:30]=[CH:29][CH:28]=[CH:27][CH:26]=2)[CH:7]=1 |f:2.3.4,7.8.9.10|. Reported procedure: The product from example 55 step (vi) (0.45 g), phenyl boronic acid (0.190 g), sodium carbonate (0.44 g) and bisdiphenylphosphinoferrocene palladium (II) (0.04 g) in dry dioxane (20 ml) were heated to 80° C. for 20 h. Mixture diluted with 2M HCl, extracted with ethyl acetate, dried (MgSO4) and evaporated under reduced pressure to an oil, which was purified by RPHPLC to give a cream solid (0.23 g).